From a dataset of the Open Reaction Database (ORD), a public repository of structured organic reaction records. describe an organic reaction: reactants, conditions, products, and yield The reactants are C(#N)C1=C(C=CC=C1)C1=CC(=C(C=C1)CC=1C(N(C=2N(C1CCC)N=CC2)[C@@H]2CC[C@H](CC2)OCC(=O)N(C)OC)=O)F (2-[(trans-4-{6-[(2′-cyano-3-fluorobiphenyl-4-yl)methyl]-5-oxo-7-propylpyrazolo[1,5-a]pyrimidin-4(5H)-yl}cyclohexyl)oxy]-N-methoxy-N-methylacetamide), C[Mg]Br (methylmagnesium bromide), C(C)(=O)OCC (Ethyl acetate), [Cl-].[NH4+] (ammonium chloride). The solvent is O1CCCC1 (tetrahydrofuran). Run at time 1 hour. Yields the product FC=1C=C(C=CC1CC=1C(N(C=2N(C1CCC)N=CC2)[C@@H]2CC[C@H](CC2)OCC(C)O)=O)C=2C(=CC=CC2)C#N (3′-fluoro-4′-({4-[trans-4-(2-hydroxypropoxy)cyclohexyl]-5-oxo-7-propyl-4,5-dihydropyrazolo[1,5-a]pyrimidin-6-yl}methyl)biphenyl-2-carbonitrile). Isolated yield 99.0%. RXN SMILES: [C:1]([C:3]1[CH:8]=[CH:7][CH:6]=[CH:5][C:4]=1[C:9]1[CH:14]=[CH:13][C:12]([CH2:15][C:16]2[C:17](=[O:42])[N:18]([C@H:28]3[CH2:33][CH2:32][C@H:31]([O:34][CH2:35][C:36](N(OC)C)=[O:37])[CH2:30][CH2:29]3)[C:19]3[N:20]([N:25]=[CH:26][CH:27]=3)[C:21]=2[CH2:22][CH2:23][CH3:24])=[C:11]([F:43])[CH:10]=1)#[N:2].[CH3:44][Mg]Br.C(OCC)(=O)C.[Cl-].[NH4+]>O1CCCC1>[F:43][C:11]1[CH:10]=[C:9]([C:4]2[C:3]([C:1]#[N:2])=[CH:8][CH:7]=[CH:6][CH:5]=2)[CH:14]=[CH:13][C:12]=1[CH2:15][C:16]1[C:17](=[O:42])[N:18]([C@H:28]2[CH2:29][CH2:30][C@H:31]([O:34][CH2:35][CH:36]([OH:37])[CH3:44])[CH2:32][CH2:33]2)[C:19]2[N:20]([N:25]=[CH:26][CH:27]=2)[C:21]=1[CH2:22][CH2:23][CH3:24] |f:3.4|. Procedure details: To a solution of 2-[(trans-4-{6-[(2′-cyano-3-fluorobiphenyl-4-yl)methyl]-5-oxo-7-propylpyrazolo[1,5-a]pyrimidin-4(5H)-yl}cyclohexyl)oxy]-N-methoxy-N-methylacetamide (0.30 g) in tetrahydrofuran (3 mL) was added dropwise methylmagnesium bromide (1 M tetrahydrofuran solution, 0.73 mL) at 0° C., and the mixture was stirred for 1 hr. Ethyl acetate and then saturated aqueous ammonium chloride solution were added. The mixture was extracted with ethyl acetate, and the organic layer was washed with satur... Reactants: CC(=O)[O-], CO, CC(C)(C)OC(=O)N1CCOC(c2ccc(N=C(c3ccccc3)c3ccccc3)c(Cl)c2)C1, Cl, NO, [Na+]. The product is CC(C)(C)OC(=O)N1CCOC(c2ccc(N)c(Cl)c2)C1. Reaction SMILES: [CH3:36][C:37](=[O:38])[O-:39].[CH3:43][OH:44].[Cl:1][c:2]1[cH:3][c:4]([CH:22]2[O:23][CH2:24][CH2:25][N:26]([C:28](=[O:29])[O:30][C:31]([CH3:32])([CH3:33])[CH3:34])[CH2:27]2)[cH:5][cH:6][c:7]1[N:8]=[C:9]([c:10]1[cH:11][cH:12][cH:13][cH:14][cH:15]1)[c:16]1[cH:17][cH:18][cH:19][cH:20][cH:21]1.[ClH:40].[NH2:41][OH:42].[Na+:35]>>[Cl:1][c:2]1[cH:3][c:4]([CH:22]2[O:23][CH2:24][CH2:25][N:26]([C:28](=[O:29])[O:30][C:31]([CH3:32])([CH3:33])[CH3:34])[CH2:27]2)[cH:5][cH:6][c:7]1[NH2:8]. Reactants: BrC=1C=C2C(=NN(C2=CC1)C1OCCCC1)C1=CN=CC(=N1)O[C@@H]1C2(CC2)CCN(C1)C(=O)OC(C)(C)C ((4R)-tert-butyl 4-(6-(5-bromo-1-(tetrahydro-2H-pyran-2-yl)-1H-indazol-3-yl)pyrazin-2-yloxy)-6-azaspiro[2.5]octane-6-carboxylate), PdCl2dppf, C(C)(=O)[O-].[K+] (potassium acetate), CO (MeOH). Conditions: time 16 hour. The product is C(C)(C)(C)OC(=O)N1C[C@@H](C2(CC2)CC1)OC1=CN=CC(=N1)C1=NN(C2=CC=C(C=C12)C(=O)OC)C1OCCCC1 (methyl 3-(6-((R)-6-(tert-butoxycarbonyl)-6-azaspiro[2.5]octan-4-yloxy)pyrazin-2-yl)-1-(tetrahydro-2H-pyran-2-yl)-1H-indazole-5-carboxylate). Yield: 83.0%. RXN SMILES: Br[C:2]1[CH:3]=[C:4]2[C:8](=[CH:9][CH:10]=1)[N:7]([CH:11]1[CH2:16][CH2:15][CH2:14][CH2:13][O:12]1)[N:6]=[C:5]2[C:17]1[N:22]=[C:21]([O:23][C@H:24]2[CH2:31][N:30]([C:32]([O:34][C:35]([CH3:38])([CH3:37])[CH3:36])=[O:33])[CH2:29][CH2:28][C:25]32[CH2:27][CH2:26]3)[CH:20]=[N:19][CH:18]=1.[C:39]([O-:42])(=[O:41])C.[K+].[CH3:44]O>>[C:35]([O:34][C:32]([N:30]1[CH2:29][CH2:28][C:25]2([CH2:26][CH2:27]2)[C@@H:24]([O:23][C:21]2[N:22]=[C:17]([C:5]3[C:4]4[C:8](=[CH:9][CH:10]=[C:2]([C:39]([O:42][CH3:44])=[O:41])[CH:3]=4)[N:7]([CH:11]4[CH2:16][CH2:15][CH2:14][CH2:13][O:12]4)[N:6]=3)[CH:18]=[N:19][CH:20]=2)[CH2:31]1)=[O:33])([CH3:38])([CH3:37])[CH3:36] |f:1.2|. Procedure details: A mixture of (4R)-tert-butyl 4-(6-(5-bromo-1-(tetrahydro-2H-pyran-2-yl)-1H-indazol-3-yl)pyrazin-2-yloxy)-6-azaspiro[2.5]octane-6-carboxylate (150 mg, 0.257 mmol), PdCl2dppf (20.96 mg, 0.026 mmol), and potassium acetate (76 mg, 0.770 mmol) in MeOH (2566 μL) was placed in a Symyx/Argonaut reactor for 16 h at 90° C. under CO (70 psi) when clean conversion was observed via 1 cms. The crude was purified via automated flash chromatography (silica gel) with 100% hexanes to 20% EtOAc/hexanes to give met... Reactants: C1(=C(C=CC=C1)N)N (1,2-phenylenediamine), FC(C=1C=C(C=CC1)C(C(C)=O)=O)(F)F (1-[3-(trifluoromethyl)phenyl]propane-1,2-dione), Cl (HCl). Solvent: O (water). Conditions: temperature 60 celsius, time 5 hour. Product: CC1=NC2=CC=CC=C2N=C1C1=CC(=CC=C1)C(F)(F)F (2-Methyl-3-[3-(trifluoromethyl)phenyl]quinoxaline). Isolated yield 54.0%. Reaction SMILES: [C:1]1([NH2:8])[CH:6]=[CH:5][CH:4]=[CH:3][C:2]=1[NH2:7].[F:9][C:10]([F:23])([F:22])[C:11]1[CH:12]=[C:13]([C:17](=O)[C:18](=O)[CH3:19])[CH:14]=[CH:15][CH:16]=1.Cl>O>[CH3:19][C:18]1[C:17]([C:13]2[CH:14]=[CH:15][CH:16]=[C:11]([C:10]([F:9])([F:22])[F:23])[CH:12]=2)=[N:8][C:1]2[C:2](=[CH:3][CH:4]=[CH:5][CH:6]=2)[N:7]=1. Procedure details: A mixture of 1,2-phenylenediamine (1.00 g, 9.25 mmol) and 1-[3-(trifluoromethyl)phenyl]propane-1,2-dione (2.00 g, 9.25 mmol) in water (80 mL) was heated at 60° C. overnight, then for 5 h with vigorous stirring. The reaction mixture was allowed to cool to r.t. then acidified with 2N HCl (ca 20 mL) and extracted with EtOAc. The organic phase was washed with brine, dried (MgSO4) and concentrated in vacuo. The residue was triturated with heptane to give the title compound (1.44 g, 54%) as a cream-co... The reactants are BrB(Br)Br, COc1ccc(-c2ccc(C#N)s2)cc1, ClCCl, O. Yields the product N#Cc1ccc(-c2ccc(O)cc2)s1. As a reaction SMILES: [B:1]([Br:2])([Br:3])[Br:4].[C:5](#[N:6])[c:7]1[s:8][c:9](-[c:12]2[cH:13][cH:14][c:15]([O:18][CH3:19])[cH:16][cH:17]2)[cH:10][cH:11]1.[Cl:21][CH2:22][Cl:23].[OH2:20]>>[C:5](#[N:6])[c:7]1[s:8][c:9](-[c:12]2[cH:13][cH:14][c:15]([OH:18])[cH:16][cH:17]2)[cH:10][cH:11]1. The reactants are COC1=C(C=CCO)C=CC=C1 (2-Methoxy-cinnamylalcohol), S(=O)(Cl)Cl (thionylchloride), N1CCNCC1 (piperazine). Yields the product COC1=C(C=CC=C1)/C=C/CN1CCN(CC1)C\C=C\C1=C(C=CC=C1)OC (N,N'-bis-((E)-3-(2-methoxyphenyl)-2-propenyl)piperazine). As a reaction SMILES: [CH3:1][O:2][C:3]1[CH:12]=[CH:11][CH:10]=[CH:9][C:4]=1[CH:5]=[CH:6][CH2:7]O.S(Cl)(Cl)=O.[NH:17]1[CH2:22][CH2:21][NH:20][CH2:19][CH2:18]1>>[CH3:1][O:2][C:3]1[CH:12]=[CH:11][CH:10]=[CH:9][C:4]=1/[CH:5]=[CH:6]/[CH2:7][N:17]1[CH2:22][CH2:21][N:20]([CH2:7]/[CH:6]=[CH:5]/[C:4]2[CH:9]=[CH:10][CH:11]=[CH:12][C:3]=2[O:2][CH3:1])[CH2:19][CH2:18]1. Procedure details: 2-Methoxy-cinnamylalcohol (1.44 g) was chlorinated using thionylchloride. Subsequently, reaction with piperazine and other treatments were performed as described in Preparation Example 2, to thereby obtain 314 mg of a salt as colorless prisms.